From a dataset of the Open Reaction Database (ORD), a public repository of structured organic reaction records. describe an organic reaction: reactants, conditions, products, and yield The reactants are ClC1=CC=C(C=C1)C(CCN(CCCCCN)C)C1=NC=CC=C1 (N-[3-(4-chlorophenyl)-3-(2-pyridyl)propyl]-N-methyl-1,5-pentanediamine), C(=O)(N1C=NC=C1)N1C=NC=C1 (1,1'-carbonyldiimidazole), N1(CCCCC1)CC=1C=C(OCCCN)C=CC1 (3-[3-(piperidinomethyl)phenoxy]propaneamine). Solvent: C(Cl)Cl (methylene chloride). Product: ClC1=CC=C(C=C1)C(CCN(C)CCCCCNC(=O)NCCCOC1=CC(=CC=C1)CN1CCCCC1)C1=NC=CC=C1 (N-[5-[N-[3-(4-chlorophenyl)-3-(2-pyridyl)propyl]-N-methylamino]pentyl]-N'-[3-[3-(piperidinomethyl)phenoxy]propyl]urea). Reaction SMILES: [Cl:1][C:2]1[CH:7]=[CH:6][C:5]([CH:8]([C:19]2[CH:24]=[CH:23][CH:22]=[CH:21][N:20]=2)[CH2:9][CH2:10][N:11]([CH3:18])[CH2:12][CH2:13][CH2:14][CH2:15][CH2:16][NH2:17])=[CH:4][CH:3]=1.[C:25](N1C=CN=C1)(N1C=CN=C1)=[O:26].[N:37]1([CH2:43][C:44]2[CH:45]=[C:46]([CH:52]=[CH:53][CH:54]=2)[O:47][CH2:48][CH2:49][CH2:50][NH2:51])[CH2:42][CH2:41][CH2:40][CH2:39][CH2:38]1>C(Cl)Cl>[Cl:1][C:2]1[CH:7]=[CH:6][C:5]([CH:8]([C:19]2[CH:24]=[CH:23][CH:22]=[CH:21][N:20]=2)[CH2:9][CH2:10][N:11]([CH2:12][CH2:13][CH2:14][CH2:15][CH2:16][NH:17][C:25]([NH:51][CH2:50][CH2:49][CH2:48][O:47][C:46]2[CH:52]=[CH:53][CH:54]=[C:44]([CH2:43][N:37]3[CH2:42][CH2:41][CH2:40][CH2:39][CH2:38]3)[CH:45]=2)=[O:26])[CH3:18])=[CH:4][CH:3]=1. Procedure details: Preparation is effected analogously to Example 63, using 1.29 g (3.6 mmol) of N-[3-(4-chlorophenyl)-3-(2-pyridyl)propyl]-N-methyl-1,5-pentanediamine, an equimolar amount of 1,1'-carbonyldiimidazole and 1.04 g (4.2 mmol) of 3-[3-(piperidinomethyl)phenoxy]propaneamine as starting materials. Working up by chromatography (eluant: methylene chloride) analogously to Example 63 yields the purified title compound in the form of an oil; MS (+EI-80 eV): m/z (rel. int.[%])=619 ([M])+.,<1), 230 (17) 203 (10... Reactants: BrC1=NC=CC(=C1)C=CC1=C(C=CC=C1)C (2-bromo-4-(2-o-tolyl-vinyl)-pyridine), [OH-].[NH4+] (Ammonium Hydroxide), O1CCOCC1 (1-4-dioxane), products. The reagents and catalysts are [Cu-]=O (Copper (I) oxide). The solvent is O (water). Reaction conditions: temperature 150 celsius. Yields the product C1(=C(C=CC=C1)C=CC1=CC(=NC=C1)N)C (4-(2-o-Tolyl-vinyl)-pyridin-2-ylamine). As a reaction SMILES: Br[C:2]1[CH:7]=[C:6]([CH:8]=[CH:9][C:10]2[CH:15]=[CH:14][CH:13]=[CH:12][C:11]=2[CH3:16])[CH:5]=[CH:4][N:3]=1.[OH-].[NH4+:18].O1CCOCC1>[Cu-]=O.O>[C:11]1([CH3:16])[CH:12]=[CH:13][CH:14]=[CH:15][C:10]=1[CH:9]=[CH:8][C:6]1[CH:5]=[CH:4][N:3]=[C:2]([NH2:18])[CH:7]=1 |f:1.2|. Procedure: A 2 mL microwave reaction tube is charged with the mixture of E and Z 2-bromo-4-(2-o-tolyl-vinyl)-pyridine (510 mg, 1.9 mmol), Copper (I) oxide (53 mg, 0.37 mmol), Ammonium Hydroxide (28%, 0.5 mL) and 1-4-dioxane (0.5 mL). The reaction mixture is heated at 150° C. for 30 min in a microwave reactor. Then water (5 mL) is added and the mixture is extracted with EtOAc (3×20 mL). The combined organic layers are washed with brine, dried over anhydrous sodium sulfate and concentrated. The crude is puri... Reactants: C(C)(C)(C)OC(=O)N1CC(C1)=O (3-oxoazetidine-1-carboxylic acid tert-butyl ester), CC1(CNC1)O (3-methylazetidin-3-ol), C(C)(=O)O[BH-](OC(C)=O)OC(C)=O.[Na+] (Sodium triacetoxyborohydride). The solvent is ClCCCl (DCE). Run at time 3 hour. Yields the product C(C)(C)(C)OC(=O)N1CC(C1)N1CC(C1)(C)O (3-Hydroxy-3-methyl-[1,3′]biazetidinyl-1′-carboxylic acid tert-butyl ester). Isolated yield 30.2%. As a reaction SMILES: [C:1]([O:5][C:6]([N:8]1[CH2:11][C:10](=O)[CH2:9]1)=[O:7])([CH3:4])([CH3:3])[CH3:2].[CH3:13][C:14]1([OH:18])[CH2:17][NH:16][CH2:15]1.C(O[BH-](OC(=O)C)OC(=O)C)(=O)C.[Na+]>ClCCCl>[C:1]([O:5][C:6]([N:8]1[CH2:11][CH:10]([N:16]2[CH2:17][C:14]([OH:18])([CH3:13])[CH2:15]2)[CH2:9]1)=[O:7])([CH3:4])([CH3:3])[CH3:2] |f:2.3|. Procedure: A 10 mL round-bottomed flask was charged with a solution of 3-oxoazetidine-1-carboxylic acid tert-butyl ester (0.21 g, 1.23 mmol), 3-methylazetidin-3-ol (0.13 g, 1.48 mmol) and 4 Å molecular sieves (1.2 g) in DCE (5 mL). The reaction mixture was stirred for 3 h at room temperature. Sodium triacetoxyborohydride (0.52 g, 2.47 mmol) was added and the reaction mixture was stirred for 18 h at room temperature. The suspension was filtered through Celite and the solution was concentrated in vacuo. The ... Yields the product C=CC(O)c1cc(Br)c(OCc2ccc(OC)cc2)c(Br)c1. RXN SMILES: [Br-:21].[Br:1][c:2]1[cH:3][c:4]([CH:5]=[O:6])[cH:7][c:8]([Br:20])[c:9]1[O:10][CH2:11][c:12]1[cH:13][cH:14][c:15]([O:18][CH3:19])[cH:16][cH:17]1.[CH2:25]1[O:26][CH2:27][CH2:28][CH2:29]1.[CH:22](=[CH2:23])[Mg+:24]>>[Br:1][c:2]1[cH:3][c:4]([CH:5]([OH:6])[CH:22]=[CH2:23])[cH:7][c:8]([Br:20])[c:9]1[O:10][CH2:11][c:12]1[cH:13][cH:14][c:15]([O:18][CH3:19])[cH:16][cH:17]1. The reactants are [Br-], COc1ccc(COc2c(Br)cc(C=O)cc2Br)cc1, C1CCOC1, C=C[Mg+]. Reactants: [Li+].[OH-] (LiOH), C(C)(C)(C)OC(=O)N[C@H](C(=O)N1[C@@H](C[C@H](C1)O)C(=O)OC)[C@H](CC)OCCCC=C ((2S,4R)-methyl 1-((2S,3S)-2-((tert-butoxycarbonyl)amino)-3-(pent-4-en-1-yloxy)pentanoyl)-4-hydroxypyrrolidine-2-carboxylate), C(C)(C)(C)OC(=O)N[C@H](C(=O)N1[C@@H](C[C@H](C1)O)C(=O)OC)[C@H](CC)OCCCC=C ((2S,4R)-methyl 1-((2S,3S)-2-((tert-butoxycarbonyl)amino)-3-(pent-4-en-1-yloxy)pentanoyl)-4-hydroxypyrrolidine-2-carboxylate), C1CCOC1 (THF), Cl (HCl). Solvent: CO (MeOH). Conditions: time 16 hour. Yields the product C(C)(C)(C)OC(=O)N[C@H](C(=O)N1[C@@H](C[C@H](C1)O)C(=O)O)[C@H](CC)OCCCC=C ((2S,4R)-1-((2S,3S)-2-((tert-butoxycarbonyl)amino)-3-(pent-4-en-1-yloxy)pentanoyl)-4-hydroxypyrrolidine-2-carboxylic acid). As a reaction SMILES: [C:1]([O:5][C:6]([NH:8][C@@H:9]([C@@H:22]([O:25][CH2:26][CH2:27][CH2:28][CH:29]=[CH2:30])[CH2:23][CH3:24])[C:10]([N:12]1[CH2:16][C@H:15]([OH:17])[CH2:14][C@H:13]1[C:18]([O:20]C)=[O:19])=[O:11])=[O:7])([CH3:4])([CH3:3])[CH3:2].C1COCC1.[Li+].[OH-].Cl>CO>[C:1]([O:5][C:6]([NH:8][C@@H:9]([C@@H:22]([O:25][CH2:26][CH2:27][CH2:28][CH:29]=[CH2:30])[CH2:23][CH3:24])[C:10]([N:12]1[CH2:16][C@H:15]([OH:17])[CH2:14][C@H:13]1[C:18]([OH:20])=[O:19])=[O:11])=[O:7])([CH3:4])([CH3:3])[CH3:2] |f:2.3|. Procedure details: To a round-bottom flask equipped with a stir bar was added (2S,4R)-methyl 1-((2S,3S)-2-((tert-butoxycarbonyl)amino)-3-(pent-4-en-1-yloxy)pentanoyl)-4-hydroxypyrrolidine-2-carboxylate (all material from step 2, 1.53 g, 3.57 mmol), THF (10 mL) and MeOH (10 mL). To the solution was added aq. LiOH (1.0 M, 5.36 mL). The mixture was stirred at room temperatuer for 16 h; then was concentrated in vacuo to afford an aqueous solution. The solution was acidified with aq HCl (1M) and then transferred to a s... The reactants are F[B-](F)(F)F, CN(C)C(ON1C(=O)CCC1=O)=[N+](C)C, CCN(C(C)C)C(C)C, O=C(O)CCN1CCCc2ccccc21, CCN(CC)CCCC(C)N, CN(C)C=O. The product is CCN(CC)CCCC(C)NC(=O)CCN1CCCc2ccccc21. As a reaction SMILES: [B-:16]([F:17])([F:18])([F:19])[F:20].[C:21]1(=[O:22])[N:23]([O:24][C:25]([N:26]([CH3:27])[CH3:28])=[N+:29]([CH3:30])[CH3:31])[C:32](=[O:33])[CH2:34][CH2:35]1.[CH:36]([N:37]([CH2:38][CH3:39])[CH:40]([CH3:41])[CH3:42])([CH3:43])[CH3:44].[N:1]1([CH2:11][CH2:12][C:13](=[O:14])[OH:15])[CH2:2][CH2:3][CH2:4][c:5]2[cH:6][cH:7][cH:8][cH:9][c:10]21.[NH2:45][CH:46]([CH3:47])[CH2:48][CH2:49][CH2:50][N:51]([CH2:52][CH3:53])[CH2:54][CH3:55].[O:56]=[CH:57][N:58]([CH3:59])[CH3:60]>>[N:1]1([CH2:11][CH2:12][C:13](=[O:15])[NH:45][CH:46]([CH3:47])[CH2:48][CH2:49][CH2:50][N:51]([CH2:52][CH3:53])[CH2:54][CH3:55])[CH2:2][CH2:3][CH2:4][c:5]2[cH:6][cH:7][cH:8][cH:9][c:10]21. Starting materials: CC(=O)O (AcOH), [Li]CCCC (BuLi), C(C=C)OCC(=O)OCC (ethyl (allyloxy)acetate), ICCl (iodochloromethane). The solvent is C1CCOC1 (THF), C1CCOC1 (THF), CCOCC (Et2O). Reaction conditions: temperature 0 celsius, time 15 minute. The product is C(C=C)OCC(=O)CCl (1-(allyloxy)-3-chloroacetone). Reaction SMILES: [Li]CCCC.[CH2:6]([O:9][CH2:10][C:11]([O:13]CC)=O)[CH:7]=[CH2:8].I[CH2:17][Cl:18].CC(O)=O>C1COCC1.CCOCC>[CH2:6]([O:9][CH2:10][C:11]([CH2:17][Cl:18])=[O:13])[CH:7]=[CH2:8]. Procedure: To a solution of iPr2Net (3.1 eq) in THF at −78° C. was added dropwise BuLi (1.4 M. in hexanes, 3.1 eq). The resulting mixture was stirred at 0° C. for 15 min, cooled again to −78° C. and added via cannula to a solution of ethyl (allyloxy)acetate from Step 1(1 eq) and iodochloromethane (2.5 eq) in Et2O at −78° C. After stirring 30 min at −78° C., a solution of AcOH (25 eq.) in THF was added dropwise and the resulting mixture was stirred at RT for 15 min and partitioned between Et2O and brine. Th... Starting materials: ClCC=1SC2=NC=CC=C2N1 (2-(chloromethyl)[1,3]thiazolo[5,4-b]pyridine), ClC1=C(C=CC=C1)N1CCNCC1 (1-(2-chlorophenyl)piperazine), CCN(C(C)C)C(C)C (DIEA). Product: ClC1=C(C=CC=C1)N1CCN(CC1)CC=1SC2=NC=CC=C2N1 (2-{[4-(2-chlorophenyl)-1-piperazinyl]methyl}[1,3]thiazolo[5,4-b]pyridine). Reaction SMILES: Cl[CH2:2][C:3]1[S:4][C:5]2[C:10]([N:11]=1)=[CH:9][CH:8]=[CH:7][N:6]=2.[Cl:12][C:13]1[CH:18]=[CH:17][CH:16]=[CH:15][C:14]=1[N:19]1[CH2:24][CH2:23][NH:22][CH2:21][CH2:20]1.CCN(C(C)C)C(C)C>>[Cl:12][C:13]1[CH:18]=[CH:17][CH:16]=[CH:15][C:14]=1[N:19]1[CH2:24][CH2:23][N:22]([CH2:2][C:3]2[S:4][C:5]3[C:10]([N:11]=2)=[CH:9][CH:8]=[CH:7][N:6]=3)[CH2:21][CH2:20]1. Reported procedure: The product from Example 38A (60 mg, 0.3 mmol), 1-(2-chlorophenyl)piperazine (70 mg, 0.31 mmol), and DIEA (110 μL, 0.66 mmol) were processed as described in Example 38B to provide the title compound. 1H NMR (500 MHz, DMSO-d6) δ 2.77 (m, 4H) 3.12 (m, 4H) 4.06 (s, 2H) 7.03 (m, 1H) 7.19 (m, 1H) 7.29 (m, 1H) 7.39 (dd, J=7.96, 1.40 Hz, 1H) 7.54 (dd, J=8.11, 4.68 Hz, 1H) 8.31 (dd, J=8.11, 1.56 Hz, 1H) 8.58 (dd, J=4.68, 1.56 Hz, 1H) (ESI) m/z 345 (M+H)+. Reactants: CC12S[C@H]3N(C1(C(=O)OCC(Cl)(Cl)Cl)C2)C(C3NC(C(C3=CC=CC=C3)=NNC(N)=O)=O)=O (2,2,2-trichloroethyl 2-methyl-2,3-methylene-6-(2-phenyl-2-carbamoylhydrazonoacetamido)penam-3-carboxylate), C(C)(=O)O (acetic acid). The reagents and catalysts are [Zn] (zinc). The solvent is CN(C=O)C (dimethylformamide). Run at time 1.5 hour. Product: CC12S[C@H]3N(C1(C(=O)O)C2)C(C3NC(C(C3=CC=CC=C3)=NNC(N)=O)=O)=O (2-methyl-2,3-methylene-6-(2-phenyl-2-carbamoylhydrazonoacetamido)penam-3-carboxylic acid). Isolated yield 63.9%. RXN SMILES: [CH3:1][C:2]12[CH2:15][C:6]1([C:7]([O:9]CC(Cl)(Cl)Cl)=[O:8])[N:5]1[C:16](=[O:33])[CH:17]([NH:18][C:19](=[O:32])[C:20](=[N:27][NH:28][C:29](=[O:31])[NH2:30])[C:21]3[CH:26]=[CH:25][CH:24]=[CH:23][CH:22]=3)[C@H:4]1[S:3]2.C(O)(=O)C>CN(C)C=O.[Zn]>[CH3:1][C:2]12[CH2:15][C:6]1([C:7]([OH:9])=[O:8])[N:5]1[C:16](=[O:33])[CH:17]([NH:18][C:19](=[O:32])[C:20](=[N:27][NH:28][C:29](=[O:31])[NH2:30])[C:21]3[CH:26]=[CH:25][CH:24]=[CH:23][CH:22]=3)[C@H:4]1[S:3]2. Procedure details: To a solution of 2,2,2-trichloroethyl 2-methyl-2,3-methylene-6-(2-phenyl-2-carbamoylhydrazonoacetamido)penam-3-carboxylate (560 mg.) in dimethylformamide (3 ml.) were added acetic acid (0.8 ml.) and zinc powder (0.75 g.) under ice-cooling, and the mixture was stirred for 1.5 hours. Zinc powder was filtered off, washed with dimethylformamide and the filtrate and the washings were combined, after which the combined solution was poured into ice-water. The solution was adjusted to pH 2 with 10% hydr... Starting materials: C1(=CC=CC=C1)C1C(=NNC1)C1=CC=C(C=C1)C(F)(F)F (4,5-Dihydro-4-phenyl-3-[4-(trifluoromethyl)phenyl]-1H-pyrazole), ClC1=CC=C(C=C1)N=C=S (4-chlorophenyl isothiocyanate), C(Cl)Cl (methylene chloride). The solvent is CCOCC (ether). Run at time 8 hour. The product is ClC1=CC=C(C=C1)NC(=S)N1N=C(C(C1)C1=CC=CC=C1)C1=CC=C(C=C1)C(F)(F)F (N-(4-Chlorophenyl)-4,5-dihydro-4-phenyl-3-[4-(trifluoromethyl)phenyl]-1H-pyrazole-1-carbothioamide). Yield: 62.2%. As a reaction SMILES: [C:1]1([CH:7]2[CH2:11][NH:10][N:9]=[C:8]2[C:12]2[CH:17]=[CH:16][C:15]([C:18]([F:21])([F:20])[F:19])=[CH:14][CH:13]=2)[CH:6]=[CH:5][CH:4]=[CH:3][CH:2]=1.[Cl:22][C:23]1[CH:28]=[CH:27][C:26]([N:29]=[C:30]=[S:31])=[CH:25][CH:24]=1.C(Cl)Cl>CCOCC>[Cl:22][C:23]1[CH:28]=[CH:27][C:26]([NH:29][C:30]([N:10]2[CH2:11][CH:7]([C:1]3[CH:2]=[CH:3][CH:4]=[CH:5][CH:6]=3)[C:8]([C:12]3[CH:17]=[CH:16][C:15]([C:18]([F:20])([F:21])[F:19])=[CH:14][CH:13]=3)=[N:9]2)=[S:31])=[CH:25][CH:24]=1. Procedure: A mixture of 0.7 g of the compound from Step B and 0.41 g of 4-chlorophenyl isothiocyanate were combined in a solvent mixture of 2 mL methylene chloride and 5 mL ether. After stirring overnight the precipitated solids were filtered and dried to afford 0.69 g of the title compound as a white solid, mp 208°-210° C.